From a dataset of the Open Reaction Database (ORD), a public repository of structured organic reaction records. describe an organic reaction: reactants, conditions, products, and yield Starting materials: COC1=C(C=C(C2=CC=CC=C12)OC)C=O (1,4-dimethoxy-2-naphthaldehyde), product, Et2O hexanes, COC1=C(C=C(C2=CC=CC=C12)OC)/C=C(/C(=O)OCC)\C (Ethyl (E)-3-(1,4-dimethoxynaphthalen-2-yl)-2-methylpropenoate). Run in hexanes, CCOCC (Et2O). Product: COC1=C(C=C(C2=CC=CC=C12)OC)/C=C(/C(=O)OCC)\CCC (Ethyl (E)-3-(1,4-dimethoxynaphthalen-2-yl)-2-propylpropenoate). RXN SMILES: [CH3:1][O:2][C:3]1[C:12]2[C:7](=[CH:8][CH:9]=[CH:10][CH:11]=2)[C:6]([O:13][CH3:14])=[CH:5][C:4]=1[CH:15]=O.CO[C:19]1C2C(=CC=CC=2)C(OC)=C[C:20]=1/[CH:31]=[C:32](\C)/[C:33]([O:35][CH2:36][CH3:37])=[O:34]>CCOCC>[CH3:1][O:2][C:3]1[C:12]2[C:7](=[CH:8][CH:9]=[CH:10][CH:11]=2)[C:6]([O:13][CH3:14])=[CH:5][C:4]=1/[CH:15]=[C:32](\[CH2:31][CH2:20][CH3:19])/[C:33]([O:35][CH2:36][CH3:37])=[O:34]. Procedure details: Compound 28b was prepared from 27 (0.495 g, 2.29 mmol) as described above for 28a to give 0.443 g (1.35 mmol, 59%) of the product as a white solid following flash chromatography (1:19 Et2O:hexanes) and recrystallization from Et2O/hexanes. Starting materials: C(CCCCCC)NC(N(C)C=1C=C(C=CC1)C1=C(C=C(C=C1)CCC(=O)OC)O)=O (methyl 3-[3′-(3-heptyl-1-methylureido)-2-hydroxybiphenyl-4-yl]propanoate), ClCCCI (1-chloro-3-iodopropane), C([O-])([O-])=O.[K+].[K+] (potassium carbonate). Solvent: C(C)C(=O)C (methyl ethyl ketone). Product: ClCCCOC1=C(C=CC(=C1)CCC(=O)OC)C1=CC(=CC=C1)N(C(=O)NCCCCCCC)C (methyl 3-[2-(3-chloropropoxy)-3′-(3-heptyl-1-methylureido)biphenyl-4-yl]propanoate). Yield: 111.4%. RXN SMILES: [CH2:1]([NH:8][C:9](=[O:31])[N:10]([C:12]1[CH:13]=[C:14]([C:18]2[CH:23]=[CH:22][C:21]([CH2:24][CH2:25][C:26]([O:28][CH3:29])=[O:27])=[CH:20][C:19]=2[OH:30])[CH:15]=[CH:16][CH:17]=1)[CH3:11])[CH2:2][CH2:3][CH2:4][CH2:5][CH2:6][CH3:7].[Cl:32][CH2:33][CH2:34][CH2:35]I.C(=O)([O-])[O-].[K+].[K+]>C(C(C)=O)C>[Cl:32][CH2:33][CH2:34][CH2:35][O:30][C:19]1[CH:20]=[C:21]([CH2:24][CH2:25][C:26]([O:28][CH3:29])=[O:27])[CH:22]=[CH:23][C:18]=1[C:14]1[CH:15]=[CH:16][CH:17]=[C:12]([N:10]([CH3:11])[C:9]([NH:8][CH2:1][CH2:2][CH2:3][CH2:4][CH2:5][CH2:6][CH3:7])=[O:31])[CH:13]=1 |f:2.3.4|. Procedure details: A solution of 300 mg (0.703 mmol, 1 eq) of methyl 3-[3′-(3-heptyl-1-methylureido)-2-hydroxybiphenyl-4-yl]propanoate (prepared in Example 15f), 319 mg (2.11 mmol, 3 eq) of 1-chloro-3-iodopropane and 583 mg (4.22 mmol, 6 eq) of potassium carbonate in 10 ml of methyl ethyl ketone is refluxed for 7 hours. The insoluble matter is filtered off, the solvent is evaporated off and the oil obtained is chromatographed on silica gel (35 g FlashSmart column) eluted with 60/40 heptane/ethyl acetate. 394 mg of...